Dataset: the Open Reaction Database (ORD), a public repository of structured organic reaction records. Task: describe an organic reaction: reactants, conditions, products, and yield Product: NC1=CC(=C(OC2=C3C(=NC=C2)C=C(S3)C3=CC=C(C(=O)NC)C=C3)C=C1)F (4-(7-(4-amino-2-fluorophenoxy)thieno[3,2-b]pyridin-2-yl)-N-methylbenzamide). Procedure: Prepared from 3-fluoro-4-(2-iodothieno[3,2-b]pyridin-7-yloxy)benzenamine (Example 6, Step A; 0.300 g, 0.777 mmol) and 4-(methylcarbamoyl)phenylboronic acid (0.174 g, 0.971 mmol) according to the procedure described for Example 94, Step A. Purified by trituration from hot MeOH to obtain the product (210 mg, 96%) as a brown solid. LRMS (APCI pos) m/e 394 (M+1). Reactants: FC=1C=C(N)C=CC1OC1=C2C(=NC=C1)C=C(S2)I (3-fluoro-4-(2-iodothieno[3,2-b]pyridin-7-yloxy)aniline), CNC(=O)C1=CC=C(C=C1)B(O)O (4-(methylcarbamoyl)phenylboronic acid). RXN SMILES: [F:1][C:2]1[CH:3]=[C:4]([CH:6]=[CH:7][C:8]=1[O:9][C:10]1[CH:15]=[CH:14][N:13]=[C:12]2[CH:16]=[C:17](I)[S:18][C:11]=12)[NH2:5].[CH3:20][NH:21][C:22]([C:24]1[CH:29]=[CH:28][C:27](B(O)O)=[CH:26][CH:25]=1)=[O:23]>>[NH2:5][C:4]1[CH:6]=[CH:7][C:8]([O:9][C:10]2[CH:15]=[CH:14][N:13]=[C:12]3[CH:16]=[C:17]([C:27]4[CH:28]=[CH:29][C:24]([C:22]([NH:21][CH3:20])=[O:23])=[CH:25][CH:26]=4)[S:18][C:11]=23)=[C:2]([F:1])[CH:3]=1. Isolated yield 68.7%. Starting materials: O=C([O-])[O-], CCOC(C)=O, COC(=O)C(=CNc1ccc(F)c(F)c1OCC(C)OS(=O)(=O)c1ccc(C)cc1)C(=O)OC, [K+], [K+], CN(C)C=O. Yields the product COC(=O)C(=CN1c2ccc(F)c(F)c2OCC1C)C(=O)OC. As a reaction SMILES: [C:35](=[O:36])([O-:37])[O-:38].[CH3:46][CH2:47][O:48][C:49](=[O:50])[CH3:51].[F:1][c:2]1[c:3]([O:20][CH2:21][CH:22]([CH3:23])[O:24][S:25]([c:26]2[cH:27][cH:28][c:29]([CH3:30])[cH:31][cH:32]2)(=[O:33])=[O:34])[c:4]([NH:9][CH:10]=[C:11]([C:12](=[O:13])[O:14][CH3:15])[C:16](=[O:17])[O:18][CH3:19])[cH:5][cH:6][c:7]1[F:8].[K+:39].[K+:40].[O:41]=[CH:42][N:43]([CH3:44])[CH3:45]>>[F:1][c:2]1[c:3]2[c:4]([cH:5][cH:6][c:7]1[F:8])[N:9]([CH:10]=[C:11]([C:12](=[O:13])[O:14][CH3:15])[C:16](=[O:17])[O:18][CH3:19])[CH:22]([CH3:23])[CH2:21][O:20]2. The reactants are CS(=O)(=O)Cl, ClC(Cl)Cl, Cc1ccc(S(=O)(=O)Oc2cc(=O)n(C)c3c2c(=O)n(C2CC2)c(=O)n3-c2cccc(N)c2)cc1, c1ccncc1. The product is Cc1ccc(S(=O)(=O)Oc2cc(=O)n(C)c3c2c(=O)n(C2CC2)c(=O)n3-c2cccc(NS(C)(=O)=O)c2)cc1. RXN SMILES: [CH3:42][S:43]([Cl:44])(=[O:45])=[O:46].[CH:47]([Cl:48])([Cl:49])[Cl:50].[NH2:1][c:2]1[cH:3][c:4](-[n:8]2[c:9](=[O:35])[n:10]([CH:32]3[CH2:33][CH2:34]3)[c:11](=[O:31])[c:12]3[c:13]2[n:14]([CH3:30])[c:15](=[O:29])[cH:16][c:17]3[O:18][S:19](=[O:20])(=[O:21])[c:22]2[cH:23][cH:24][c:25]([CH3:28])[cH:26][cH:27]2)[cH:5][cH:6][cH:7]1.[cH:36]1[cH:37][cH:38][n:39][cH:40][cH:41]1>>[NH:1]([c:2]1[cH:3][c:4](-[n:8]2[c:9](=[O:35])[n:10]([CH:32]3[CH2:33][CH2:34]3)[c:11](=[O:31])[c:12]3[c:13]2[n:14]([CH3:30])[c:15](=[O:29])[cH:16][c:17]3[O:18][S:19](=[O:20])(=[O:21])[c:22]2[cH:23][cH:24][c:25]([CH3:28])[cH:26][cH:27]2)[cH:5][cH:6][cH:7]1)[S:43]([CH3:42])(=[O:45])=[O:46]. Reactants: C(C)(C)(C)C=1C=C(C(=O)Cl)C=C(C1O)C(C)(C)C (3,5-di-t-butyl-4-hydroxybenzoyl chloride), N(CCO)CCO (diethanolamine), O (water). Solvent: C1=CC=CC=C1 (benzene). Yields the product C(C)(C)(C)C=1C=C(C(=O)OCCN(C(C2=CC(=C(C(=C2)C(C)(C)C)O)C(C)(C)C)=O)CCOC(C2=CC(=C(C(=C2)C(C)(C)C)O)C(C)(C)C)=O)C=C(C1O)C(C)(C)C (N,N-bis(3',5'-di-tert.-butyl-4'-hydroxybenzoyloxyethyl)-3,5-di-tert.butyl-4-hydroxybenzamide). As a reaction SMILES: [C:1]([C:5]1[CH:6]=[C:7]([CH:11]=[C:12]([C:15]([CH3:18])([CH3:17])[CH3:16])[C:13]=1[OH:14])[C:8](Cl)=[O:9])([CH3:4])([CH3:3])[CH3:2].[NH:19]([CH2:23][CH2:24][OH:25])[CH2:20][CH2:21][OH:22].[OH2:26]>C1C=CC=CC=1>[C:1]([C:5]1[CH:6]=[C:7]([CH:11]=[C:12]([C:15]([CH3:18])([CH3:17])[CH3:16])[C:13]=1[OH:14])[C:8]([O:22][CH2:21][CH2:20][N:19]([CH2:23][CH2:24][O:25][C:8](=[O:9])[C:7]1[CH:6]=[C:5]([C:1]([CH3:4])([CH3:3])[CH3:2])[C:13]([OH:14])=[C:12]([C:15]([CH3:18])([CH3:17])[CH3:16])[CH:11]=1)[C:8](=[O:9])[C:7]1[CH:11]=[C:12]([C:15]([CH3:16])([CH3:17])[CH3:18])[C:13]([OH:26])=[C:5]([C:1]([CH3:4])([CH3:3])[CH3:2])[CH:6]=1)=[O:9])([CH3:4])([CH3:3])[CH3:2]. Reported procedure: Three moles 3,5-di-t-butyl-4-hydroxybenzoyl chloride and 1 mole diethanolamine in benzene are stirred at room temperature for 16 hours. The reaction mixture is poured into water, the benzene layer is separated and the benzene evaporated under reduced pressure to provide N,N-bis(3',5'-di-tert.-butyl-4'-hydroxybenzoyloxyethyl)-3,5-di-tert.butyl-4-hydroxybenzamide as a white solid. Reactants: C1(=CC=CC=C1)N1NC(=CC1=O)C(=O)O (1-phenyl-3-carboxy-5-pyrazolone), C(C)OC(=O)N1CCN(CC1)C([C@H](CCC(=O)OC(C)(C)C)N)=O (4-((S)-2-amino-4-tert-butoxycarbonyl-butyryl)-piperazine-1-carboxylic acid ethyl ester), C(CCl)Cl (EDC). Run in CN(C)C=O (DMF), C(C)(=O)OCC (ethyl acetate). Conditions: time 12 hour. The product is C(C)OC(=O)N1CCN(CC1)C([C@H](CCC(=O)OC(C)(C)C)NC(=O)C1=NN(C(=C1)O)C1=CC=CC=C1)=O (4-{(S)-4-tert-Butoxycarbonyl-2-[(5-hydroxy-1-phenyl-1H-pyrazole-3-carbonyl)-amino]butyryl}-piperazine-1-carboxylic acid ethyl ester). Reaction SMILES: [C:1]1([N:7]2[C:11](=[O:12])[CH:10]=[C:9]([C:13]([OH:15])=O)[NH:8]2)[CH:6]=[CH:5][CH:4]=[CH:3][CH:2]=1.[CH2:16]([O:18][C:19]([N:21]1[CH2:26][CH2:25][N:24]([C:27](=[O:39])[C@@H:28]([NH2:38])[CH2:29][CH2:30][C:31]([O:33][C:34]([CH3:37])([CH3:36])[CH3:35])=[O:32])[CH2:23][CH2:22]1)=[O:20])[CH3:17].C(Cl)CCl>CN(C=O)C.C(OCC)(=O)C>[CH2:16]([O:18][C:19]([N:21]1[CH2:22][CH2:23][N:24]([C:27](=[O:39])[C@@H:28]([NH:38][C:13]([C:9]2[CH:10]=[C:11]([OH:12])[N:7]([C:1]3[CH:2]=[CH:3][CH:4]=[CH:5][CH:6]=3)[N:8]=2)=[O:15])[CH2:29][CH2:30][C:31]([O:33][C:34]([CH3:36])([CH3:35])[CH3:37])=[O:32])[CH2:25][CH2:26]1)=[O:20])[CH3:17]. Reported procedure: To a solution of 7.2 g 1-phenyl-3-carboxy-5-pyrazolone and 12.1 g 4-((S)-2-amino-4-tert-butoxycarbonyl-butyryl)-piperazine-1-carboxylic acid ethyl ester (prepared as described earlier) in 100 ml DMF 5.4 g HOBT and 6.7 g EDC were added and the reaction mixture was stirred for 12 h at RT. Then the reaction mixture was diluted with ethyl acetate and subsequently extracted with aqueous LiCl (4% w/w), 0.1 M HCl and aqueous NaHCO3. The organic layer was dried over MgSO4 and the solvent was removed und...